This data is from the Open Reaction Database (ORD), a public repository of structured organic reaction records. The task is: describe an organic reaction: reactants, conditions, products, and yield Starting materials: ClC1=C(C(=O)OC(C)C)C=C(C(=C1)F)N1C(NC(=C(C1=O)F)C(C(F)(F)F)(F)F)=O (isopropyl 2-chloro-5-[3,6-dihydro-2,6-dioxo-5-fluoro-4-pentafluoroethyl-1(2H)-pyrimidinyl]-4-fluorobenzoate), P(=O)(Cl)(Cl)Cl (phosphorus oxychloride). Solvent: N1=CC=CC=C1 (pyridine). The product is ClC1=C(C(=O)OC(C)C)C=C(C(=C1)F)N1C(=NC(=C(C1=O)F)C(C(F)(F)F)(F)F)Cl (isopropyl 2-chloro-5-[2-chloro-5-fluoro-6-oxo-4-pentafluoroethyl-1(6H) -pyrimidinyl]-4-fluorobenzoate). RXN SMILES: [Cl:1][C:2]1[CH:13]=[C:12]([F:14])[C:11]([N:15]2[C:20](=[O:21])[C:19]([F:22])=[C:18]([C:23]([F:29])([F:28])[C:24]([F:27])([F:26])[F:25])[NH:17][C:16]2=O)=[CH:10][C:3]=1[C:4]([O:6][CH:7]([CH3:9])[CH3:8])=[O:5].P(Cl)(Cl)([Cl:33])=O>N1C=CC=CC=1>[Cl:1][C:2]1[CH:13]=[C:12]([F:14])[C:11]([N:15]2[C:20](=[O:21])[C:19]([F:22])=[C:18]([C:23]([F:29])([F:28])[C:24]([F:27])([F:26])[F:25])[N:17]=[C:16]2[Cl:33])=[CH:10][C:3]=1[C:4]([O:6][CH:7]([CH3:8])[CH3:9])=[O:5]. Procedure: using isopropyl 2-chloro-5-[3,6-dihydro-2,6-dioxo-5-fluoro-4-pentafluoroethyl-1(2H)-pyrimidinyl]-4-fluorobenzoate with phosphorus oxychloride and pyridine within 6 hours at room temperature there is obtained isopropyl 2-chloro-5-[2-chloro-5-fluoro-6-oxo-4-pentafluoroethyl-1(6H) -pyrimidinyl]-4-fluorobenzoate, 1H-NMR (CDCl3, 400 MHz): 7.88 ppm (d,1H), 7.48 ppm (d,1H), 5.28 ppm (m,1H), 1.39 ppm (d,6H), Reactants: C(C)(=O)N1C(C(C2=CC=CC=C12)=C(C1=CC=CC=C1)OCC)=O (1-acetyl-3-(1-ethoxy-1-phenyl-methylidene)-2-indolinone), CN(S(=O)(=O)C)C1=CC=C(N)C=C1 (4-(N-methyl-N-methylsulphonyl-amino)-aniline), [OH-].[Na+] (sodium hydroxide). The solvent is CN(C)C=O (DMF), CO (methanol). Yields the product CN(S(=O)(=O)C)C1=CC=C(C=C1)N\C(\C1=CC=CC=C1)=C\1/C(NC2=CC=CC=C12)=O ((Z)-3-{1-[4-(N-methyl-N-methylsulphonyl-amino)-phenylamino]-1-phenyl-methylidene}-2-indolinone). As a reaction SMILES: C([N:4]1[C:12]2[C:7](=[CH:8][CH:9]=[CH:10][CH:11]=2)[C:6](=[C:13](OCC)[C:14]2[CH:19]=[CH:18][CH:17]=[CH:16][CH:15]=2)[C:5]1=[O:23])(=O)C.[CH3:24][N:25]([C:30]1[CH:36]=[CH:35][C:33]([NH2:34])=[CH:32][CH:31]=1)[S:26]([CH3:29])(=[O:28])=[O:27].[OH-].[Na+]>CN(C=O)C.CO>[CH3:24][N:25]([C:30]1[CH:36]=[CH:35][C:33]([NH:34]/[C:13](=[C:6]2\[C:5](=[O:23])[NH:4][C:12]3[C:7]\2=[CH:8][CH:9]=[CH:10][CH:11]=3)/[C:14]2[CH:15]=[CH:16][CH:17]=[CH:18][CH:19]=2)=[CH:32][CH:31]=1)[S:26]([CH3:29])(=[O:27])=[O:28] |f:2.3|. Reported procedure: Prepared analogously to Example 1 from 1-acetyl-3-(1-ethoxy-1-phenyl-methylidene)-2-indolinone and 4-(N-methyl-N-methylsulphonyl-amino)-aniline in DMF and subsequent treatment with sodium hydroxide solution in methanol. Reactants: NC(C(O)C=1C=NC=CC1)C (2-amino-1-pyridin-3-yl-propan-1-ol), ClC(Cl)(OC(OC(Cl)(Cl)Cl)=O)Cl (triphosgene). Run in C(Cl)Cl (CH2Cl2). Yields the product CC1NC(OC1C=1C=NC=CC1)=O (4-Methyl-5-pyridin-3-yl-oxazolidin-2-one). Yield: 32.5%. Reaction SMILES: [NH2:1][CH:2]([CH3:11])[CH:3]([C:5]1[CH:6]=[N:7][CH:8]=[CH:9][CH:10]=1)[OH:4].Cl[C:13](Cl)([O:15]C(=O)OC(Cl)(Cl)Cl)Cl>C(Cl)Cl>[CH3:11][CH:2]1[CH:3]([C:5]2[CH:6]=[N:7][CH:8]=[CH:9][CH:10]=2)[O:4][C:13](=[O:15])[NH:1]1. Reported procedure: A solution of 2-nitro-1-pyridin-3-yl-butan-1-ol (3.20 g, 17.6 mmol) in ethanol (90 mL) was purged with argon, and 200 mg of Raney-Nickel was added at room temperature. The reaction mixture was three times evacuated and refilled with hydrogen. The reaction was stirred for 16 hours under H2 at room temperature. Raney-Nickel was then filtered over Hyflo, and the Hyflo washed with EtOH. The filtrate was then concentrated in order to give 2-amino-1-pyridin-3-yl-propan-1-ol as a product (2.35 g, 88%),... Reactants: ClC1=CC=C(C=C1)C(CC(F)(F)F)(CC)N1N=CC2=C(C=CC=C12)NC(OC(C)(C)C)=O (tert-butyl 1-(3-(4-chlorophenyl)-1,1,1-trifluoropentan-3-yl)-1H-indazol-4-ylcarbamate), Cl.CO (HCl MeOH). Conditions: time 2 hour. The product is ClC1=CC=C(C=C1)C(CC(F)(F)F)(CC)N1N=CC=2C(=CC=CC12)N (1-(3-(4-chlorophenyl)-1,1,1-trifluoropentan-3-yl)-1H-indazol-4-amine). RXN SMILES: [Cl:1][C:2]1[CH:7]=[CH:6][C:5]([C:8]([N:16]2[C:24]3[C:19](=[C:20]([NH:25]C(=O)OC(C)(C)C)[CH:21]=[CH:22][CH:23]=3)[CH:18]=[N:17]2)([CH2:14][CH3:15])[CH2:9][C:10]([F:13])([F:12])[F:11])=[CH:4][CH:3]=1.Cl.CO>>[Cl:1][C:2]1[CH:7]=[CH:6][C:5]([C:8]([N:16]2[C:24]3[CH:23]=[CH:22][CH:21]=[C:20]([NH2:25])[C:19]=3[CH:18]=[N:17]2)([CH2:14][CH3:15])[CH2:9][C:10]([F:13])([F:11])[F:12])=[CH:4][CH:3]=1 |f:1.2|. Reported procedure: A mixture of the product of Step E (80 mg, 0.17 mmol) and 4 N HCl/MeOH (2 mL) was stirred at room temperature for 2 h. After removing the solvent, the residue was dried in vacuo to give the title compound as colorless oil. LC/MS m/z=368.1[M+H]+. Starting materials: COC=1C=C(CC2=CN(C=3N=CN=C(C32)N[C@@H](C)C3=NN2C(C(N3C3=CC=CC=C3)=O)=C(C=C2)C)COCC[Si](C)(C)C)C=CC1 ((S)-2-(1-((5-(3-Methoxybenzyl)-7-((2-(trimethylsilyl)ethoxy)methyl)-7H-pyrrolo[2,3-d]pyrimidin-4-yl)amino)ethyl)-5-methyl-3-phenylpyrrolo[2,1-f][1,2,4]triazin-4(3H)-one), B(Br)(Br)Br (boron tribromide), N (ammonia). Yields the product OC=1C=C(CC2=CNC=3N=CN=C(C32)N[C@@H](C)C3=NN2C(C(N3C3=CC=CC=C3)=O)=C(C=C2)C)C=CC1 ((S)-2-(1-((5-(3-Hydroxybenzyl)-7H-pyrrolo[2,3-d]pyrimidin-4-yl)amino)ethyl)-5-methyl-3-phenylpyrrolo[2,1-f][1,2,4]triazin-4(3H)-one). The yield is 81.4%. Reaction SMILES: C[O:2][C:3]1[CH:4]=[C:5]([CH:44]=[CH:45][CH:46]=1)[CH2:6][C:7]1[C:15]2[C:14]([NH:16][C@H:17]([C:19]3[N:24]([C:25]4[CH:30]=[CH:29][CH:28]=[CH:27][CH:26]=4)[C:23](=[O:31])[C:22]4=[C:32]([CH3:35])[CH:33]=[CH:34][N:21]4[N:20]=3)[CH3:18])=[N:13][CH:12]=[N:11][C:10]=2[N:9](COCC[Si](C)(C)C)[CH:8]=1.B(Br)(Br)Br.N>>[OH:2][C:3]1[CH:4]=[C:5]([CH:44]=[CH:45][CH:46]=1)[CH2:6][C:7]1[C:15]2[C:14]([NH:16][C@H:17]([C:19]3[N:24]([C:25]4[CH:30]=[CH:29][CH:28]=[CH:27][CH:26]=4)[C:23](=[O:31])[C:22]4=[C:32]([CH3:35])[CH:33]=[CH:34][N:21]4[N:20]=3)[CH3:18])=[N:13][CH:12]=[N:11][C:10]=2[NH:9][CH:8]=1. Procedure details: (S)-2-(1-((5-(3-Methoxybenzyl)-7-((2-(trimethylsilyl)ethoxy)methyl)-7H-pyrrolo[2,3-d]pyrimidin-4-yl)amino)ethyl)-5-methyl-3-phenylpyrrolo[2,1-f][1,2,4]triazin-4(3H)-one (55 mg, 0.04 mmol) was treated with boron tribromide (1M in dichloromethane, 1.7 mL, 1.7 mmol) and a solution of ammonia (7N in methanol, 1 mL, 7 mmol) according to the method described in Example 41 to give 16 mg (75% yield) of the title compound as a white solid. Purity 100%. The reactants are ClC=1C=C(C=CC1Cl)O (3,4-dichlorophenol), C(C)(=O)Cl (acetyl chloride), [Cl-].[Cl-].[Cl-].[Al+3] (aluminum trichloride). Reaction conditions: temperature 20 celsius, time 8 hour. Product: ClC1=CC(=C(C=C1Cl)C(C)=O)O (1-(4,5-Dichloro-2-hydroxyphenyl)ethanone). Yield: 1029.6%. As a reaction SMILES: [Cl:1][C:2]1[CH:3]=[C:4]([OH:9])[CH:5]=[CH:6][C:7]=1[Cl:8].[C:10](Cl)(=[O:12])[CH3:11].[Cl-].[Cl-].[Cl-].[Al+3]>>[Cl:1][C:2]1[C:7]([Cl:8])=[CH:6][C:5]([C:10](=[O:12])[CH3:11])=[C:4]([OH:9])[CH:3]=1 |f:2.3.4.5|. Procedure details: A solution of 3,4-dichlorophenol [AK Scientific] (30 g, 18 mmol) in acetyl chloride (19 mL, 270 mmol) was stirred at 60° C. for 2 hours. The reaction mixture was cooled to 20° C., treated with aluminum trichloride (37 g, 280 mmol) portionwise, and heated at 180° C. for 30 minutes. The reaction mixture was cooled to 20° C. and the solution hardened into a solid block that was not easy to break apart. This material was cooled to 0° C. and quenched slowly with 1 M HCl in portions. The solid block o... Starting materials: O=C([O-])[O-], OCCBr, CCO, [K+], [K+], c1ccc2c(c1)CCc1ccccc1N2CC1CNCCO1, O. Yields the product OCCN1CCOC(CN2c3ccccc3CCc3ccccc32)C1. Reaction SMILES: [C:23](=[O:24])([O-:25])[O-:26].[CH2:29]([CH2:30][OH:31])[Br:32].[CH3:34][CH2:35][OH:36].[K+:27].[K+:28].[O:1]1[CH:2]([CH2:7][N:8]2[c:9]3[c:10]([cH:19][cH:20][cH:21][cH:22]3)[CH2:11][CH2:12][c:13]3[c:14]2[cH:15][cH:16][cH:17][cH:18]3)[CH2:3][NH:4][CH2:5][CH2:6]1.[OH2:33]>>[O:1]1[CH:2]([CH2:7][N:8]2[c:9]3[c:10]([cH:19][cH:20][cH:21][cH:22]3)[CH2:11][CH2:12][c:13]3[c:14]2[cH:15][cH:16][cH:17][cH:18]3)[CH2:3][N:4]([CH2:29][CH2:30][OH:31])[CH2:5][CH2:6]1.